Dataset: the Open Reaction Database (ORD), a public repository of structured organic reaction records. Task: describe an organic reaction: reactants, conditions, products, and yield Starting materials: 2-halopyridines, oxo-pyridinecarbonitriles, O=C1NC=CC=C1 (1,2-dihydro-oxopyridine), O=C1NC=CC=C1C#N (oxo-3-pyridinecarbonitrile), S(O)(O)(=O)=O (sulfuric acid). Conditions: temperature 200 celsius. Product: O=C1NC=CC=C1C(=O)O (oxopyridine-3-carboxylic acid). RXN SMILES: [O:1]=[C:2]1[CH:7]=[CH:6][CH:5]=[CH:4][NH:3]1.[O:8]=[C:9]1C(C#N)=CC=CN1.S(=O)(=O)(O)[OH:18]>>[O:1]=[C:2]1[C:7]([C:9]([OH:8])=[O:18])=[CH:6][CH:5]=[CH:4][NH:3]1. Reported procedure: Synthetic Scheme II describes the three step preparation of 2-halopyridines from the oxo-pyridinecarbonitriles 8 (corresponding to oxopyridine 5 where R2 is cyano). In step 1, the oxo-3-pyridinecarbonitrile 8 is hydrolyzed by treating with a strong acid such as 85% sulfuric acid and heating at a high temperature, such as about 200° C. to give the oxopyridine-3-carboxylic acid 9. In step 2, the oxo-3-pyridinecarboxylic acid 9 from Step 1 is decarboxylated such as by heating at a high temperature ... The reactants are CNOC, CCN=C=NCCCN(C)C, ClCCl, Cl, Cl, O=C(O)c1cccc(F)c1. The product is CON(C)C(=O)c1cccc(F)c1. Reaction SMILES: [CH3:12][NH:13][O:14][CH3:15].[CH3:17][N:18]([CH3:19])[CH2:20][CH2:21][CH2:22][N:23]=[C:24]=[N:25][CH2:26][CH3:27].[Cl:28][CH2:29][Cl:30].[ClH:11].[ClH:16].[OH:1][C:2](=[O:3])[c:4]1[cH:5][cH:6][cH:7][c:8]([F:9])[cH:10]1>>[O:1]=[C:2]([c:4]1[cH:5][cH:6][cH:7][c:8]([F:9])[cH:10]1)[N:13]([CH3:12])[O:14][CH3:15]. The reactants are COCc1cc2ccccc2c(Oc2ccc(C=O)cc2)c1-c1ccccc1, CCOC(=O)CP(=O)(OCC)OCC, [Li]CCCC. Product: CCOC(=O)C=Cc1ccc(Oc2c(-c3ccccc3)c(COC)cc3ccccc23)cc1. Reaction SMILES: [CH3:1][O:2][CH2:3][c:4]1[c:5](-[c:23]2[cH:24][cH:25][cH:26][cH:27][cH:28]2)[c:6]([O:14][c:15]2[cH:16][cH:17][c:18]([CH:19]=[O:20])[cH:21][cH:22]2)[c:7]2[cH:8][cH:9][cH:10][cH:11][c:12]2[cH:13]1.[CH3:29][CH2:30][O:31][C:32](=[O:33])[CH2:34][P:35]([O:36][CH2:37][CH3:38])([O:39][CH2:40][CH3:41])=[O:42].[CH3:43][CH2:44][CH2:45][CH2:46][Li:47]>>[CH3:1][O:2][CH2:3][c:4]1[c:5](-[c:23]2[cH:24][cH:25][cH:26][cH:27][cH:28]2)[c:6]([O:14][c:15]2[cH:16][cH:17][c:18]([CH:19]=[CH:34][C:32]([O:31][CH2:30][CH3:29])=[O:33])[cH:21][cH:22]2)[c:7]2[cH:8][cH:9][cH:10][cH:11][c:12]2[cH:13]1. Starting materials: CC(C)(C)OC(=O)N1CCC(Oc2cc(N3CCc4cc(C(=O)O)ccc43)ncn2)CC1, ClCCl, O=C(O)C(F)(F)F. Yields the product CC(C)OC(=O)N1CCC(Oc2cc(N3CCc4cc(C(=O)O)ccc43)ncn2)CC1. Reaction SMILES: [C:1]([CH3:2])([CH3:3])([CH3:4])[O:5][C:6](=[O:7])[N:8]1[CH2:9][CH2:10][CH:11]([O:14][c:15]2[cH:16][c:17]([N:21]3[CH2:22][CH2:23][c:24]4[cH:25][c:26]([C:30](=[O:31])[OH:32])[cH:27][cH:28][c:29]43)[n:18][cH:19][n:20]2)[CH2:12][CH2:13]1.[Cl:40][CH2:41][Cl:42].[F:33][C:34]([F:35])([F:36])[C:37]([OH:38])=[O:39]>>[CH:1]([CH3:2])([CH3:3])[O:5][C:6](=[O:7])[N:8]1[CH2:9][CH2:10][CH:11]([O:14][c:15]2[cH:16][c:17]([N:21]3[CH2:22][CH2:23][c:24]4[cH:25][c:26]([C:30](=[O:31])[OH:32])[cH:27][cH:28][c:29]43)[n:18][cH:19][n:20]2)[CH2:12][CH2:13]1. The yield is 98.3%. Reaction SMILES: C[O:2][C:3](=[O:28])[CH2:4][C:5](=[O:27])[CH2:6][C:7]([CH:22]1[CH2:26][CH2:25][CH2:24][CH2:23]1)(O)[CH2:8][CH2:9][C:10]#[C:11][C:12]1[CH:17]=[C:16]([CH3:18])[C:15]([OH:19])=[CH:14][C:13]=1[CH3:20].[OH-].[Na+]>>[CH:22]1([C:7]2([CH2:8][CH2:9][C:10]#[C:11][C:12]3[CH:17]=[C:16]([CH3:18])[C:15]([OH:19])=[CH:14][C:13]=3[CH3:20])[O:28][C:3](=[O:2])[CH2:4][C:5](=[O:27])[CH2:6]2)[CH2:23][CH2:24][CH2:25][CH2:26]1 |f:1.2|. The reactants are COC(CC(CC(CCC#CC1=C(C=C(C(=C1)C)O)C)(O)C1CCCC1)=O)=O (5-cyclopentyl-5-hydroxy-9-(4-hydroxy-2,5-dimethyl-phenyl)-3-oxo-non-8-ynoic acid methyl ester), [OH-].[Na+] (NaOH). Yields the product C1(CCCC1)C1(CC(CC(O1)=O)=O)CCC#CC1=C(C=C(C(=C1)C)O)C (6-Cyclopentyl-6-[4-(4-hydroxy-2,5-dimethyl-phenyl)-but-3-ynyl]-dihydro-pyran-2,4-dione). Conditions: time 8 hour. Reported procedure: To 5-cyclopentyl-5-hydroxy-9-(4-hydroxy-2,5-dimethyl-phenyl)-3-oxo-non-8-ynoic acid methyl ester (60 mg, 0.155 mmol) from Step 2 below was added NaOH (0.3 M in MeOH, 1 mL, 0.31 mmol). The solution was stirred overnight, and then quenched with 1 N HCl (5 mL). The solution was extracted with 4×10 mL CH2Cl2. The organic layer was dried over Na2SO4, and then the solids were removed by filtration. After concentrating the mother liquor, the resulting oil was purified by flash chromatography to yield t... The reactants are BrC=1C=CC2=C(N(CC3=C(N2)N=C(C=C3)C(F)(F)F)S(=O)(=O)C3=CC=C(C=C3)C(C)(C)C)C1 (8-bromo-6-[(4-tert-butylphenyl)sulfonyl]-2-(trifluoromethyl)-6,11-dihydro-5H-pyrido[2,3-b][1,5]benzodiazepine), FC(C1=CC=C(C=C1)S(=O)(=O)Cl)(F)F (4-(trifluoromethyl)benzenesulfonyl chloride), BrC=1C=CC2=C(NCC3=C(N2)N=C(C=C3)C(F)(F)F)C1 (8-bromo-2-(trifluoromethyl)-6,11-dihydro-5H-pyrido[2,3-b][1,5]benzodiazepine), IC=1C=CC2=C(NCC3=C(N2)N=C(C=C3)C(F)(F)F)C1 (8-iodo-2-(trifluoromethyl)-6,11-dihydro-5H-pyrido[2,3-b][1,5]benzodiazepine), IC=1C=CC2=C(NCC3=C(N2)N=C(C=C3)C(F)(F)F)C1 (8-iodo-2-(trifluoromethyl)-6,11-dihydro-5H-pyrido[2,3-b][1,5]benzodiazepine), C(C)(C)(C)C1=CC=C(C=C1)S(=O)(=O)Cl ((4-tert-butylphenyl)-sulfonyl chloride). Product: IC=1C=CC2=C(N(CC3=C(N2)N=C(C=C3)C(F)(F)F)S(=O)(=O)C3=CC=C(C=C3)C(F)(F)F)C1 (8-Iodo-2-(trifluoromethyl)-6-{[4-(trifluoromethyl)phenyl]sulfonyl}-6,11-dihydro-5H-pyrido[2,3-b][1,5]benzodiazepine). As a reaction SMILES: BrC1C=CC2NC3N=C(C(F)(F)F)C=CC=3CN(S(C3C=CC(C(C)(C)C)=CC=3)(=O)=O)C=2C=1.[I:34][C:35]1[CH:36]=[CH:37][C:38]2[NH:44][C:43]3[N:45]=[C:46]([C:49]([F:52])([F:51])[F:50])[CH:47]=[CH:48][C:42]=3[CH2:41][NH:40][C:39]=2[CH:53]=1.[F:54][C:55]([F:67])([F:66])[C:56]1[CH:61]=[CH:60][C:59]([S:62](Cl)(=[O:64])=[O:63])=[CH:58][CH:57]=1.BrC1C=CC2NC3N=C(C(F)(F)F)C=CC=3CNC=2C=1.C(C1C=CC(S(Cl)(=O)=O)=CC=1)(C)(C)C>>[I:34][C:35]1[CH:36]=[CH:37][C:38]2[NH:44][C:43]3[N:45]=[C:46]([C:49]([F:52])([F:50])[F:51])[CH:47]=[CH:48][C:42]=3[CH2:41][N:40]([S:62]([C:59]3[CH:58]=[CH:57][C:56]([C:55]([F:54])([F:66])[F:67])=[CH:61][CH:60]=3)(=[O:64])=[O:63])[C:39]=2[CH:53]=1. Reported procedure: The title compound was prepared following procedure described for intermediate 53 substituting 8-iodo-2-(trifluoromethyl)-6,11-dihydro-5H-pyrido[2,3-b][1,5]benzodiazepine (intermediate 37) and 4-(trifluoromethyl)benzenesulfonyl chloride for 8-bromo-2-(trifluoromethyl)-6,11-dihydro-5H-pyrido[2,3-b][1,5]benzodiazepine and [(4-tert-butylphenyl)-sulfonyl chloride. LC/MS: m/e 599.8 (M+H)+. 1H NMR (500 MHz, acetone-d6): δ 8.56 (1H, s), 7.79-7.82 (2H, m), 7.66 (1H, dd, J=8.5, 2.1 Hz), 7.55 (2H, d, J=8....